Dataset: the Open Reaction Database (ORD), a public repository of structured organic reaction records. Task: describe an organic reaction: reactants, conditions, products, and yield Starting materials: IC1=C(C=C(C=C1F)N1C(O[C@H](C1)CNC(C)=O)=O)F ((S)-N-[[3-(4-iodo-3,5-difluorophenyl)-2-oxo-5-oxazolidinyl]methyl]acetamide), C[Sn](C1=CC=C(C(C=C1)=O)OC)(C)C (trimethyl(4-methoxy-5-oxo-1,3,6-cycloheptatrien-1-yl)tin), O1C(=CC=C1)P(C=1OC=CC1)C=1OC=CC1 (trifurylphosphine). Reagents/catalysts: C1=CC=C(C=C1)/C=C/C(=O)/C=C/C2=CC=CC=C2.C1=CC=C(C=C1)/C=C/C(=O)/C=C/C2=CC=CC=C2.C1=CC=C(C=C1)/C=C/C(=O)/C=C/C2=CC=CC=C2.C(Cl)(Cl)Cl.[Pd].[Pd] (tris(dibenzylideneacetone)dipalladium(0)-chloroform adduct). Solvent: O1CCOCC1 (1,4-dioxane). Reaction conditions: temperature 110 celsius, time 45 minute. The product is COC1=CC=C(C=CC1=O)C1=C(C=C(C=C1F)N1C(O[C@H](C1)CNC(C)=O)=O)F ((S)-N-[[3-[4-(4-methoxy-5-oxo-l,3,6-cycloheptatrien-1-yl)-3,5-difluorophenyl]-2-oxo-5-oxazolidinyl]methyl]acetamide). The yield is 68.4%. As a reaction SMILES: O1C=CC=C1P(C1OC=CC=1)C1OC=CC=1.I[C:18]1[C:23]([F:24])=[CH:22][C:21]([N:25]2[CH2:29][C@H:28]([CH2:30][NH:31][C:32](=[O:34])[CH3:33])[O:27][C:26]2=[O:35])=[CH:20][C:19]=1[F:36].C[Sn](C)(C)[C:39]1[CH:45]=[CH:44][C:43](=[O:46])[C:42]([O:47][CH3:48])=[CH:41][CH:40]=1>O1CCOCC1.C1C=CC(/C=C/C(/C=C/C2C=CC=CC=2)=O)=CC=1.C1C=CC(/C=C/C(/C=C/C2C=CC=CC=2)=O)=CC=1.C1C=CC(/C=C/C(/C=C/C2C=CC=CC=2)=O)=CC=1.C(Cl)(Cl)Cl.[Pd].[Pd]>[CH3:48][O:47][C:42]1[C:43](=[O:46])[CH:44]=[CH:45][C:39]([C:18]2[C:23]([F:24])=[CH:22][C:21]([N:25]3[CH2:29][C@H:28]([CH2:30][NH:31][C:32](=[O:34])[CH3:33])[O:27][C:26]3=[O:35])=[CH:20][C:19]=2[F:36])=[CH:40][CH:41]=1 |f:4.5.6.7.8.9|. Reported procedure: The tris(dibenzylideneacetone)dipalladium(0)-chloroform adduct (450 mg, 0.492 mmol) and the trifurylphosphine (460 mg, 1.969 mmol) were stirred together for 5 min in 1,4-dioxane (25 mL), followed by the addition of (S)-N-[[3-(4-iodo-3,5-difluorophenyl)-2-oxo-5-oxazolidinyl]methyl]acetamide (1.3 g, 3.28 mmol). After degassing the solution three times with N2, the trimethyl(4-methoxy-5-oxo-1,3,6-cycloheptatrien-1-yl)tin (1.47 g, 4.92 mmol) was added. The solution was degassed again (3×) and then t...